From a dataset of the Open Reaction Database (ORD), a public repository of structured organic reaction records. describe an organic reaction: reactants, conditions, products, and yield The reactants are ClC1=CC(=NS1)O (5-chloro-3-hydroxyisothiazole), C(=C)C(=O)C (methyl vinyl ketone). The solvent is C1(=CC=CC=C1)C (toluene). The product is O=C(CCN1SC(=CC1=O)Cl)C (2-(3-Oxobutyl)-5-chloro-4-isothiazolin-3-one). RXN SMILES: [Cl:1][C:2]1[S:6][N:5]=[C:4]([OH:7])[CH:3]=1.[CH:8]([C:10]([CH3:12])=[O:11])=[CH2:9]>C1(C)C=CC=CC=1>[O:11]=[C:10]([CH3:12])[CH2:8][CH2:9][N:5]1[C:4](=[O:7])[CH:3]=[C:2]([Cl:1])[S:6]1. Procedure: A solution of 0.5 g (0.0037 mole) of 5-chloro-3-hydroxyisothiazole and methyl vinyl ketone (1.0 g, 0.014 mole) in 15 ml of toluene was heated at 80° C. for 24 hours. After cooling and removal of toluene and excess reagent by rotary evaporation, the residual oil was purified by column chromatography on silica gel, using diethyl ether/methanol (9/1) as eluant. Compound 1 was obtained as an oil; 0.65 g (85%); IR (neat) 1725, 1650 cm-1 ; NMR (CDCl3) δ6.25 (s, 1H); 4.0 (t, 2H); 2.9 (t, 2H); 2.2 (s, 3... The reactants are COCN(Cc1ccccc1)C[Si](C)(C)C, COC(=O)C(C)=Cc1ccc(Cl)cc1, ClCCl, O=C(O)C(F)(F)F. As a reaction SMILES: [CH3:22][O:23][CH2:24][N:25]([CH2:26][Si:27]([CH3:28])([CH3:29])[CH3:30])[CH2:31][c:32]1[cH:33][cH:34][cH:35][cH:36][cH:37]1.[Cl:1][c:2]1[cH:3][cH:4][c:5]([CH:8]=[C:9]([C:10](=[O:11])[O:12][CH3:13])[CH3:14])[cH:6][cH:7]1.[Cl:38][CH2:39][Cl:40].[F:15][C:16]([F:17])([F:18])[C:19]([OH:20])=[O:21]>>[Cl:1][c:2]1[cH:3][cH:4][c:5]([CH:8]2[C:9]([C:10](=[O:11])[O:12][CH3:13])([CH3:14])[CH2:26][N:25]([CH2:31][c:32]3[cH:33][cH:34][cH:35][cH:36][cH:37]3)[CH2:24]2)[cH:6][cH:7]1. Yields the product COC(=O)C1(C)CN(Cc2ccccc2)CC1c1ccc(Cl)cc1. The product is BrC1=C(C=C(C=C1)C=1CCCN1)F (5-(4-bromo-3-fluorophenyl)-3,4-dihydro-2H-pyrrole). As a reaction SMILES: [Br:1][C:2]1[CH:7]=[CH:6][C:5]([C:8](=O)[CH2:9][CH2:10][CH2:11][NH:12]C(=O)OC(C)(C)C)=[CH:4][C:3]=1[F:21]>C(O)=O>[Br:1][C:2]1[CH:7]=[CH:6][C:5]([C:8]2[CH2:9][CH2:10][CH2:11][N:12]=2)=[CH:4][C:3]=1[F:21]. Reactants: BrC1=C(C=C(C=C1)C(CCCNC(OC(C)(C)C)=O)=O)F (tert-butyl 4-(4-bromo-3-fluorophenyl)-4-oxobutylcarbamate). Isolated yield 81.9%. Reported procedure: A solution of tert-butyl 4-(4-bromo-3-fluorophenyl)-4-oxobutylcarbamate (23 g, 64.07 mmol) in formic acid (290 mL) was heated at 40° C. for 5 hours. The reaction mixture was cooled, concentrated and the residue was partitioned between ethyl acetate and aqueous sodium hydroxide. The organic phase was washed with water, dried over magnesium sulfate, filtered and concentrated. The residue was purified by flash chromatography on silica gel, using a gradient of 20-60% ethyl acetate in petroleum ether... The solvent is C(=O)O (formic acid). Reactants: Cl.C(C1=CC=CC=C1)OC1=C2CCCC(C2=CC=C1)C(=O)N(CC=1C=NNC1)C=1C=NC(=CC1)C(C)C (5-benzyloxy-N-(6-isopropylpyridin-3-yl)-N-[(pyrazol-4-yl)methyl]-1,2,3,4-tetrahydronaphthalene-1-carboxamide hydrochloride), ClCCC1=NC=CC=C1 (2-(2-chloroethyl)pyridine). The product is C(C1=CC=CC=C1)OC1=C2CCCC(C2=CC=C1)C(=O)N(CC=1C=NN(C1)CCC1=NC=CC=C1)C=1C=NC(=CC1)C(C)C (5-benzyloxy-N-(6-isopropylpyridin-3-yl)-N-({1-[2-(2-pyridyl)ethyl]pyrazol-4-yl}methyl)-1,2,3,4-tetrahydronaphthalene-1-carboxamide). Yield: 59.6%. As a reaction SMILES: Cl.[CH2:2]([O:9][C:10]1[CH:19]=[CH:18][CH:17]=[C:16]2[C:11]=1[CH2:12][CH2:13][CH2:14][CH:15]2[C:20]([N:22]([C:29]1[CH:30]=[N:31][C:32]([CH:35]([CH3:37])[CH3:36])=[CH:33][CH:34]=1)[CH2:23][C:24]1[CH:25]=[N:26][NH:27][CH:28]=1)=[O:21])[C:3]1[CH:8]=[CH:7][CH:6]=[CH:5][CH:4]=1.Cl[CH2:39][CH2:40][C:41]1[CH:46]=[CH:45][CH:44]=[CH:43][N:42]=1>>[CH2:2]([O:9][C:10]1[CH:19]=[CH:18][CH:17]=[C:16]2[C:11]=1[CH2:12][CH2:13][CH2:14][CH:15]2[C:20]([N:22]([C:29]1[CH:30]=[N:31][C:32]([CH:35]([CH3:37])[CH3:36])=[CH:33][CH:34]=1)[CH2:23][C:24]1[CH:25]=[N:26][N:27]([CH2:39][CH2:40][C:41]2[CH:46]=[CH:45][CH:44]=[CH:43][N:42]=2)[CH:28]=1)=[O:21])[C:3]1[CH:8]=[CH:7][CH:6]=[CH:5][CH:4]=1 |f:0.1|. Procedure: By the reaction and treatment in the same manner as in Example 271 using 5-benzyloxy-N-(6-isopropylpyridin-3-yl)-N-[(pyrazol-4-yl)methyl]-1,2,3,4-tetrahydronaphthalene-1-carboxamide hydrochloride (0.83 g) and 2-(2-chloroethyl)pyridine (0.42 g) as starting materials, 5-benzyloxy-N-(6-isopropylpyridin-3-yl)-N-({1-[2-(2-pyridyl)ethyl]pyrazol-4-yl}methyl)-1,2,3,4-tetrahydronaphthalene-1-carboxamide (0.56 g) was obtained. By the reaction and treatment of this compound in the same manner as in Example... Reactants: C1CNCCN1, CS(C)=O, CC(=O)NCCNc1cc(Cl)nc(-c2ccccc2)n1, [Na+], O=C([O-])O. The product is CC(=O)NCCNc1cc(N2CCNCC2)nc(-c2ccccc2)n1. Reaction SMILES: [CH2:21]1[CH2:22][NH:23][CH2:24][CH2:25][NH:26]1.[CH3:32][S:33]([CH3:34])=[O:35].[Cl:1][c:2]1[cH:3][c:4]([NH:14][CH2:15][CH2:16][NH:17][C:18]([CH3:19])=[O:20])[n:5][c:6](-[c:8]2[cH:9][cH:10][cH:11][cH:12][cH:13]2)[n:7]1.[Na+:27].[OH:28][C:29](=[O:30])[O-:31]>>[c:2]1([N:23]2[CH2:22][CH2:21][NH:26][CH2:25][CH2:24]2)[cH:3][c:4]([NH:14][CH2:15][CH2:16][NH:17][C:18]([CH3:19])=[O:20])[n:5][c:6](-[c:8]2[cH:9][cH:10][cH:11][cH:12][cH:13]2)[n:7]1. Reactants: ClC1=NN=C(C2=CC(=CC=C12)C#N)NCC1=CC(=C(C=C1)OC)Cl (1-chloro-4-(3-chloro-4-methoxybenzyl)amino-6-cyanophthalazine), Cl.O[C@H]1CNCCC1 ((R)-(+)-3-hydroxypiperidine hydrochloride), C(C)(C)N(CC)C(C)C (diisopropyl ethylamine), CN1C(CCC1)=O (1-methyl-2-pyrrolidone). Solvent: C(C)(=O)OCC (ethyl acetate). Reaction conditions: temperature 170 celsius, time 15 minute. Yields the product Cl.ClC=1C=C(CNC2=NN=C(C3=CC=C(C=C23)C#N)N2C[C@@H](CCC2)O)C=CC1OC (4-(3-Chloro-4-methoxybenzyl)amino-6-cyano-1-[(3R)-3-hydroxypiperidino]phthalazine hydrochloride). The yield is 67.1%. Reaction SMILES: [Cl:1][C:2]1[C:11]2[C:6](=[CH:7][C:8]([C:12]#[N:13])=[CH:9][CH:10]=2)[C:5]([NH:14][CH2:15][C:16]2[CH:21]=[CH:20][C:19]([O:22][CH3:23])=[C:18]([Cl:24])[CH:17]=2)=[N:4][N:3]=1.Cl.[OH:26][C@@H:27]1[CH2:32][CH2:31][CH2:30][NH:29][CH2:28]1.C(N(C(C)C)CC)(C)C.CN1CCCC1=O>C(OCC)(=O)C>[ClH:1].[Cl:24][C:18]1[CH:17]=[C:16]([CH:21]=[CH:20][C:19]=1[O:22][CH3:23])[CH2:15][NH:14][C:5]1[C:6]2[C:11](=[CH:10][CH:9]=[C:8]([C:12]#[N:13])[CH:7]=2)[C:2]([N:29]2[CH2:30][CH2:31][CH2:32][C@@H:27]([OH:26])[CH2:28]2)=[N:3][N:4]=1 |f:1.2,6.7|. Procedure details: A mixture of 1.0 g 1-chloro-4-(3-chloro-4-methoxybenzyl)amino-6-cyanophthalazine, 1.92 g (R)-(+)-3-hydroxypiperidine hydrochloride, 1.80 g diisopropyl ethylamine and 12 ml 1-methyl-2-pyrrolidone was stirred at 170° C. for 1 hr and 15 min. After cooling, ethyl acetate was added to the reaction solution which was then washed with water and brine. It was dried over anhydrous sodium sulfate, the solvent was evaporated, and the resulting residue was purified by silica gel column chromatography. The r... The reactants are ClC1=NC=CC=N1 (2-chloropyrimidine), CN1CCC(CC1)NC1=NC=2C(=NC=CC2)N1CCO (2-[(1-methyl-4-piperidinyl)amino]-3H-imidazo[4,5-b]pyridine-3-ethanol), CN(C=O)C (N,N-dimethylformamide), [H-].[Na+] (sodium hydride). Solvent: O (water). Run at time 30 minute. Yields the product CN1CCC(CC1)NC1=NC=2C(=NC=CC2)N1CCOC1=NC=CC=N1 (N-(1-methyl-4-piperdinyl)-3-[2-(2-pyrimidinyloxy)ethyl]-3H-imidazo[4,5-b]-pyridin-2-amine). Isolated yield 32.0%. Reaction SMILES: [CH3:1][N:2]1[CH2:7][CH2:6][CH:5]([NH:8][C:9]2[N:17]([CH2:18][CH2:19][OH:20])[C:12]3=[N:13][CH:14]=[CH:15][CH:16]=[C:11]3[N:10]=2)[CH2:4][CH2:3]1.CN(C)C=O.[H-].[Na+].Cl[C:29]1[N:34]=[CH:33][CH:32]=[CH:31][N:30]=1>O>[CH3:1][N:2]1[CH2:7][CH2:6][CH:5]([NH:8][C:9]2[N:17]([CH2:18][CH2:19][O:20][C:29]3[N:34]=[CH:33][CH:32]=[CH:31][N:30]=3)[C:12]3=[N:13][CH:14]=[CH:15][CH:16]=[C:11]3[N:10]=2)[CH2:4][CH2:3]1 |f:2.3|. Procedure details: To a stirred mixture of 4.13 parts of 2-[(1-methyl-4-piperidinyl)amino]-3H-imidazo[4,5-b]pyridine-3-ethanol and 90 parts of N,N-dimethylformamide were added 0.75 parts of a sodium hydride dispersion 50%. After stirring for 30 minutes at room temperature, 1.7 parts of 2-chloropyrimidine were added. The whole was stirred for 1 hour at room temperature and the reaction mixture was poured into water. The product was extracted with trichloromethane. The extract was dried, filtered and evaporated. The... The reactants are BrC=1C=CC(=C(C=O)C1)OC (5-bromo-2-methoxybenzaldehyde), BrC=1C=CC(=NC1)NC1=C(C=C(C=C1)F)F ((5-Bromo-pyridin-2-yl)-(2,4-difluoro-phenyl)-amine), [Li]CCCC (nBuLi), solution. The solvent is C1CCOC1 (THF), C1CCOC1 (THF), CCCCCC (hexane). Conditions: time 30 minute. Product: BrC=1C=CC(=C(C1)C(O)C=1C=NC(=CC1)NC1=C(C=C(C=C1)F)F)OC ((5-Bromo-2-methoxy-phenyl)-[6-(2,4-difluoro-phenylamino)-pyridin-3-yl]-methanol). Isolated yield 40.7%. As a reaction SMILES: Br[C:2]1[CH:3]=[CH:4][C:5]([NH:8][C:9]2[CH:14]=[CH:13][C:12]([F:15])=[CH:11][C:10]=2[F:16])=[N:6][CH:7]=1.[Li]CCCC.[Br:22][C:23]1[CH:24]=[CH:25][C:26]([O:31][CH3:32])=[C:27]([CH:30]=1)[CH:28]=[O:29]>C1COCC1.CCCCCC>[Br:22][C:23]1[CH:24]=[CH:25][C:26]([O:31][CH3:32])=[C:27]([CH:28]([C:2]2[CH:7]=[N:6][C:5]([NH:8][C:9]3[CH:14]=[CH:13][C:12]([F:15])=[CH:11][C:10]=3[F:16])=[CH:4][CH:3]=2)[OH:29])[CH:30]=1. Reported procedure: (5-Bromo-pyridin-2-yl)-(2,4-difluoro-phenyl)-amine (100 mg; 0.35 mmol) in THF (2.2 ml) is treated at −78 C with nBuLi (0.48 ml of a 1.5M solution in hexane; 0.77 mmol). After 10 min at −78 C, 5-bromo-2-methoxybenzaldehyde (75 mg; 0.35 mmol) in THF (0.3 ml) is added and stirring continued for 30 min. at −78 C. The reaction mixture is poured on water/ice and extracted three times with ethyl acetate. The combined organic phases are dried over Na2SO4 and evaporated to dryness. Purification via chrom... Starting materials: N1N=NN=C1C=O (tetrazole-5-carbaldehyde), C(C)(=O)O[BH-](OC(C)=O)OC(C)=O.[Na+] (sodium triacetoxyborohydride), C(CCC)OCCOC1=CC=C(C=C1)C=1C=CC2=C(C=C(CCN2)C(=O)OC)C1 (methyl 7-[4-(2-butoxyethoxy)phenyl]-2,3-dihydro-1-benzazepine-4-carboxylate). The solvent is ClCCCl (1,2-dichloroethane), C(C)(=O)O (acetic acid). Reaction conditions: temperature 40 celsius, time 18 hour. Product: C(CCC)OCCOC1=CC=C(C=C1)C=1C=CC2=C(C=C(CCN2CC2=NN=NN2)C(=O)OC)C1 (methyl 7-[4-(2-butoxyethoxy)phenyl]-1-(tetrazol-5-ylmethyl)-2,3-dihydro-1-benzazepine-4-carboxylate). Isolated yield 79.3%. RXN SMILES: [CH2:1]([O:5][CH2:6][CH2:7][O:8][C:9]1[CH:14]=[CH:13][C:12]([C:15]2[CH:16]=[CH:17][C:18]3[NH:24][CH2:23][CH2:22][C:21]([C:25]([O:27][CH3:28])=[O:26])=[CH:20][C:19]=3[CH:29]=2)=[CH:11][CH:10]=1)[CH2:2][CH2:3][CH3:4].[NH:30]1[C:34]([CH:35]=O)=[N:33][N:32]=[N:31]1.C(O[BH-](OC(=O)C)OC(=O)C)(=O)C.[Na+]>ClCCCl.C(O)(=O)C>[CH2:1]([O:5][CH2:6][CH2:7][O:8][C:9]1[CH:10]=[CH:11][C:12]([C:15]2[CH:16]=[CH:17][C:18]3[N:24]([CH2:35][C:34]4[NH:33][N:32]=[N:31][N:30]=4)[CH2:23][CH2:22][C:21]([C:25]([O:27][CH3:28])=[O:26])=[CH:20][C:19]=3[CH:29]=2)=[CH:13][CH:14]=1)[CH2:2][CH2:3][CH3:4] |f:2.3|. Procedure: In 1,2-dichloroethane (14 ml)/acetic acid (7 ml) was dissolved methyl 7-[4-(2-butoxyethoxy)phenyl]-2,3-dihydro-1-benzazepine-4-carboxylate (0.70 g). To the solution were added tetrazole-5-carbaldehyde (0.31 g) and sodium triacetoxyborohydride (1.5 g), and the mixture was stirred at 40° C. for 18 hours. The mixture was cooled to room temperature, and the solvent was removed under reduced pressure. The resulting residue was added to water, and the mixture was extracted with ethyl acetate. The extr...